Dataset: the Open Reaction Database (ORD), a public repository of structured organic reaction records. Task: describe an organic reaction: reactants, conditions, products, and yield The reactants are CC(=O)OC=O, C1CCOC1, O=C(O)C(CNOCc1ccccc1)CC1CCCC1. The product is O=CN(CC(CC1CCCC1)C(=O)O)OCc1ccccc1. Reaction SMILES: [C:1]([O:2][CH:4]=[O:5])(=[O:3])[CH3:6].[CH2:27]1[O:28][CH2:29][CH2:30][CH2:31]1.[CH2:7]([c:8]1[cH:9][cH:10][cH:11][cH:12][cH:13]1)[O:14][NH:15][CH2:16][CH:17]([C:18](=[O:19])[OH:20])[CH2:21][CH:22]1[CH2:23][CH2:24][CH2:25][CH2:26]1>>[CH:1](=[O:3])[N:15]([O:14][CH2:7][c:8]1[cH:9][cH:10][cH:11][cH:12][cH:13]1)[CH2:16][CH:17]([C:18](=[O:19])[OH:20])[CH2:21][CH:22]1[CH2:23][CH2:24][CH2:25][CH2:26]1. The reactants are CI (methyl iodide), C(=O)C1=C(C=C(N1)C(=O)OCC)C (ethyl 5-formyl-4-methyl-1H-pyrrole-2-carboxylate), CN(C)C=O (DMF), [H-].[Na+] (sodium hydride). The solvent is O (water). Run at time 0.5 hour. The product is C(=O)C1=C(C=C(N1C)C(=O)OCC)C (ethyl 5-formyl-1,4-dimethyl-1H-pyrrole-2-carboxylate). RXN SMILES: [CH:1]([C:3]1[NH:7][C:6]([C:8]([O:10][CH2:11][CH3:12])=[O:9])=[CH:5][C:4]=1[CH3:13])=[O:2].[CH3:14]N(C=O)C.[H-].[Na+].CI>O>[CH:1]([C:3]1[N:7]([CH3:14])[C:6]([C:8]([O:10][CH2:11][CH3:12])=[O:9])=[CH:5][C:4]=1[CH3:13])=[O:2] |f:2.3|. Procedure details: To a mixture of ethyl 5-formyl-4-methyl-1H-pyrrole-2-carboxylate (0.97 g) and DMF (10 ml) was added sodium hydride (0.23 g) under ice-cooling, followed by stirring at room temperature for 0.5 hour. To a reaction mixture was added methyl iodide under ice-cooling, followed by stirring at room temperature for 15 hours. To the reaction mixture was added water under ice-cooling, followed by stirring at room temperature. The solid precipitated was collected by filtration and washed with water to obtai... Reactants: [Br-], O=C1CC(c2nc(-c3cccc(OCc4ccccc4)c3)c3c(Cl)nccn23)C1, C1CCOC1, C1CCOC1, C[Mg+], Cc1ccccc1. Product: CC1(O)CC(c2nc(-c3cccc(OCc4ccccc4)c3)c3c(Cl)nccn23)C1. RXN SMILES: [Br-:30].[CH2:1]([c:2]1[cH:3][cH:4][cH:5][cH:6][cH:7]1)[O:8][c:9]1[cH:10][c:11](-[c:15]2[n:16][c:17]([CH:25]3[CH2:26][C:27](=[O:29])[CH2:28]3)[n:18]3[c:19]2[c:20]([Cl:24])[n:21][cH:22][cH:23]3)[cH:12][cH:13][cH:14]1.[CH2:33]1[O:34][CH2:35][CH2:36][CH2:37]1.[CH2:45]1[O:46][CH2:47][CH2:48][CH2:49]1.[CH3:31][Mg+:32].[CH3:38][c:39]1[cH:40][cH:41][cH:42][cH:43][cH:44]1>>[CH2:1]([c:2]1[cH:3][cH:4][cH:5][cH:6][cH:7]1)[O:8][c:9]1[cH:10][c:11](-[c:15]2[n:16][c:17]([CH:25]3[CH2:26][C:27]([OH:29])([CH3:31])[CH2:28]3)[n:18]3[c:19]2[c:20]([Cl:24])[n:21][cH:22][cH:23]3)[cH:12][cH:13][cH:14]1. The reactants are O (Water), Cl (HCl), ClCl (Chlorine), CSCC1=C(N)C(=CC=C1)C(F)(F)F (2-methylthiomethyl-6-trifluoromethyl aniline), Cl (HCl). Run in C(CCl)Cl (ethylene dichloride). Conditions: temperature 60 celsius. The product is Cl.ClCC1=C([NH3+])C(=CC=C1)C(F)(F)F (2-chloromethyl-6-trifluromethyl anilinium hydrochloride). The yield is 92.7%. As a reaction SMILES: [Cl:1]Cl.CS[CH2:5][C:6]1[CH:12]=[CH:11][CH:10]=[C:9]([C:13]([F:16])([F:15])[F:14])[C:7]=1[NH2:8].[ClH:17].O>C(Cl)CCl>[ClH:1].[Cl:17][CH2:5][C:6]1[CH:12]=[CH:11][CH:10]=[C:9]([C:13]([F:14])([F:15])[F:16])[C:7]=1[NH3+:8] |f:5.6|. Procedure: Chlorine (7.60 grams, 1.07 mol) was bubbled into a mechanically stirred solution of 221.0 grams (1.00 mol) of 2-methylthiomethyl-6-trifluoromethyl aniline in 2 liters of ethylene dichloride over 60 minutes while maintaining the reaction temperature below 20° C. A white suspension formed initially, became very thick halfway through the addition, and dissolved to give way to a cloudy solution at the end of the addition. The mixture was then heated to 60° C. while maintaining a steady stream of HCl... Starting materials: [OH-].[Na+] (NaOH), C1=CC=CC1 (cyclopentadiene), CCC(CC)Br (3-pentyl bromide). Reagents/catalysts: CCCCCCCC[N+](C)(CCCCCCCC)CCCCCCCC.[Cl-] (Aliquat 336). Run in O (water). Run at temperature 70 celsius, time 3 hour. Product: CCC(CC)C=1C(=C(CC1)C(CC)CC)C(CC)CC (tri(3-pentyl)cyclopentadiene). RXN SMILES: [OH-].[Na+].[CH:3]1[CH2:7][CH:6]=[CH:5][CH:4]=1.[CH3:8][CH2:9][CH:10](Br)[CH2:11][CH3:12]>CCCCCCCC[N+](CCCCCCCC)(CCCCCCCC)C.[Cl-].O>[CH3:8][CH2:9][CH:10]([C:4]1[C:3]([CH:3]([CH2:7][CH3:6])[CH2:4][CH3:5])=[C:7]([CH:10]([CH2:11][CH3:12])[CH2:9][CH3:8])[CH2:6][CH:5]=1)[CH2:11][CH3:12] |f:0.1,4.5|. Reported procedure: A double-walled reactor having a volume of 1 L, provided with baffles, condenser, top stirrer, thermometer and dropping funnel, was charged with 430 g (5.4 mol) of clear 50% strength NaOH. Then 23 g of Aliquat 336 (57 mmol) and 27 g (0.41 mol) of freshly cracked cyclopentadiene were added. The reaction mixture was stirred vigorously for a few minutes, then 150 g of 3-pentyl bromide (1.0 mol) were added over a period of one hour, while the reaction mixture was cooled with circulating water at 10°... Starting materials: Oc1cccc2occ(CCc3ccc(Br)cc3)c12, CC#N, [Cu]I, N#C[Na], O, c1ccc(P(c2ccccc2)(c2ccccc2)[Pd](P(c2ccccc2)(c2ccccc2)c2ccccc2)(P(c2ccccc2)(c2ccccc2)c2ccccc2)P(c2ccccc2)(c2ccccc2)c2ccccc2)cc1. Yields the product N#Cc1ccc(CCc2coc3cccc(O)c23)cc1. Reaction SMILES: [Br:1][c:2]1[cH:3][cH:4][c:5]([CH2:8][CH2:9][c:10]2[cH:11][o:12][c:13]3[c:14]2[c:15]([OH:19])[cH:16][cH:17][cH:18]3)[cH:6][cH:7]1.[CH3:24][C:25]#[N:26].[Cu:104][I:105].[Na:20][C:21]#[N:22].[OH2:23].[cH:27]1[cH:28][cH:29][c:30]([P:31]([Pd:32]([P:33]([c:34]2[cH:35][cH:36][cH:37][cH:38][cH:39]2)([c:40]2[cH:41][cH:42][cH:43][cH:44][cH:45]2)[c:46]2[cH:47][cH:48][cH:49][cH:50][cH:51]2)([P:52]([c:53]2[cH:54][cH:55][cH:56][cH:57][cH:58]2)([c:59]2[cH:60][cH:61][cH:62][cH:63][cH:64]2)[c:65]2[cH:66][cH:67][cH:68][cH:69][cH:70]2)[P:71]([c:72]2[cH:73][cH:74][cH:75][cH:76][cH:77]2)([c:78]2[cH:79][cH:80][cH:81][cH:82][cH:83]2)[c:84]2[cH:85][cH:86][cH:87][cH:88][cH:89]2)([c:90]2[cH:91][cH:92][cH:93][cH:94][cH:95]2)[c:96]2[cH:97][cH:98][cH:99][cH:100][cH:101]2)[cH:102][cH:103]1>>[c:2]1([C:21]#[N:22])[cH:3][cH:4][c:5]([CH2:8][CH2:9][c:10]2[cH:11][o:12][c:13]3[c:14]2[c:15]([OH:19])[cH:16][cH:17][cH:18]3)[cH:6][cH:7]1.